describe an organic reaction: reactants, conditions, products, and yield From a dataset of the Open Reaction Database (ORD), a public repository of structured organic reaction records. The reactants are OCc1cccc(Br)c1, CC(C)(C)[Si](C)(C)Cl, CN(C)C=O, CCOC(C)=O, c1c[nH]cn1. Product: CC(C)(C)[Si](C)(C)OCc1cccc(Br)c1. As a reaction SMILES: [Br:1][c:2]1[cH:3][c:4]([CH2:5][OH:6])[cH:7][cH:8][cH:9]1.[C:10]([CH3:11])([CH3:12])([CH3:13])[Si:14]([CH3:15])([CH3:16])[Cl:17].[CH3:23][N:24]([CH3:25])[CH:26]=[O:27].[CH3:28][CH2:29][O:30][C:31](=[O:32])[CH3:33].[nH:18]1[cH:19][cH:20][n:21][cH:22]1>>[Br:1][c:2]1[cH:3][c:4]([CH2:5][O:6][Si:14]([C:10]([CH3:11])([CH3:12])[CH3:13])([CH3:15])[CH3:16])[cH:7][cH:8][cH:9]1. Reactants: CC1=NC(=NC(=C1C(=O)OCC)C1=CC=C(C=C1)C)N1CCCCC1 (ethyl 4-methyl-2-(piperidin-1-yl)-6-p-tolylpyrimidine-5-carboxylate), [H-].C(C(C)C)[Al+]CC(C)C (diisobutylaluminium hydride). Solvent: ClCCl (dichloromethane). Conditions: temperature -78 celsius, time 1 hour. Product: CC1=NC(=NC(=C1CO)C1=CC=C(C=C1)C)N1CCCCC1 ((4-methyl-2-(piperidin-1-yl)-6-p-tolylpyrimidin-5-yl)methanol). RXN SMILES: [CH3:1][C:2]1[C:7]([C:8](OCC)=[O:9])=[C:6]([C:13]2[CH:18]=[CH:17][C:16]([CH3:19])=[CH:15][CH:14]=2)[N:5]=[C:4]([N:20]2[CH2:25][CH2:24][CH2:23][CH2:22][CH2:21]2)[N:3]=1.[H-].C([Al+]CC(C)C)C(C)C>ClCCl>[CH3:1][C:2]1[C:7]([CH2:8][OH:9])=[C:6]([C:13]2[CH:14]=[CH:15][C:16]([CH3:19])=[CH:17][CH:18]=2)[N:5]=[C:4]([N:20]2[CH2:25][CH2:24][CH2:23][CH2:22][CH2:21]2)[N:3]=1 |f:1.2|. Procedure details: To a solution of ethyl 4-methyl-2-(piperidin-1-yl)-6-p-tolylpyrimidine-5-carboxylate (2 g; 5,89 mmol) in dry dichloromethane (20 mL) at (−78° C.) under nitrogen atmosphere was slowly added a solution of diisobutylaluminium hydride (1M in dichloromethane) (13 mL; 13 mmol) and the reaction was stirred for 1 h at (−78° C.), then allowed to warm up to 0° C. and the stirring was carried on 2 h more. The reaction was quenched by adding a solution of hydrochloric acid 1N and the mixture was vigorously ... Reactants: Cc1cc(SC(c2cnc(Br)cc2C)c2cc(F)ccc2F)ccc1F, [Li]CCCC, CN(C)C=O, Cc1ccccc1, O. The product is Cc1cc(SC(c2cnc(C=O)cc2C)c2cc(F)ccc2F)ccc1F. Reaction SMILES: [Br:1][c:2]1[n:3][cH:4][c:5]([CH:9]([S:10][c:11]2[cH:12][c:13]([CH3:18])[c:14]([F:17])[cH:15][cH:16]2)[c:19]2[c:20]([F:26])[cH:21][cH:22][c:23]([F:25])[cH:24]2)[c:6]([CH3:8])[cH:7]1.[CH2:27]([Li:28])[CH2:29][CH2:30][CH3:31].[CH3:32][N:33]([CH:34]=[O:35])[CH3:36].[CH3:38][c:39]1[cH:40][cH:41][cH:42][cH:43][cH:44]1.[OH2:37]>>[c:2]1([CH:34]=[O:35])[n:3][cH:4][c:5]([CH:9]([S:10][c:11]2[cH:12][c:13]([CH3:18])[c:14]([F:17])[cH:15][cH:16]2)[c:19]2[c:20]([F:26])[cH:21][cH:22][c:23]([F:25])[cH:24]2)[c:6]([CH3:8])[cH:7]1.